This data is from the Open Reaction Database (ORD), a public repository of structured organic reaction records. The task is: describe an organic reaction: reactants, conditions, products, and yield The reactants are C(C)(=O)Cl (acetyl chloride), OC1=C(C(=O)O)C=CC=C1O (2,3-dihydroxy-benzoic acid). Solvent: CO (methanol). Product: OC1=C(C(=O)OC)C=CC=C1O (Methyl 2,3-dihydroxy-benzoate). Yield: 99.0%. RXN SMILES: [C:1](Cl)(=O)C.[OH:5][C:6]1[C:14]([OH:15])=[CH:13][CH:12]=[CH:11][C:7]=1[C:8]([OH:10])=[O:9]>CO>[OH:5][C:6]1[C:14]([OH:15])=[CH:13][CH:12]=[CH:11][C:7]=1[C:8]([O:10][CH3:1])=[O:9]. Reported procedure: Prepare a reaction flask with 300 mL methanol and add 30 mL of acetyl chloride, under argon, in an ice bath. Add 2,3-dihydroxy-benzoic acid (21.70 g, 0.1418 mole) and stir while heating at reflux overnight. Chill in an ice bath and bubble through hydrogen chloride gas for about 10 minutes. Heat the mixture and stir at reflux overnight. Cool to ambient temperature, then concentrate to an off-white solid. Dissolve and separate into diethyl ether and water. Isolating the ether portion and extract t... The product is CC(Oc1c(N)ncc2c(-c3ccccc3)coc12)c1c(Cl)ccc(F)c1Cl. As a reaction SMILES: [Br:1][c:2]1[cH:3][o:4][c:5]2[c:6]1[cH:7][n:8][c:9]([NH2:23])[c:10]2[O:11][CH:12]([CH3:13])[c:14]1[c:15]([Cl:22])[c:16]([F:21])[cH:17][cH:18][c:19]1[Cl:20].[C:33](=[O:34])([O-:35])[O-:36].[CH3:39][O:40][CH2:41][CH2:42][O:43][CH3:44].[CH3:46][CH2:47][O:48][C:49]([CH3:50])=[O:51].[Cs+:37].[Cs+:38].[OH2:45].[OH:24][B:25]([OH:26])[c:27]1[cH:28][cH:29][cH:30][cH:31][cH:32]1.[cH:52]1[cH:53][cH:54][c:55]([P:56]([Pd:57]([P:58]([c:59]2[cH:60][cH:61][cH:62][cH:63][cH:64]2)([c:65]2[cH:66][cH:67][cH:68][cH:69][cH:70]2)[c:71]2[cH:72][cH:73][cH:74][cH:75][cH:76]2)([P:77]([c:78]2[cH:79][cH:80][cH:81][cH:82][cH:83]2)([c:84]2[cH:85][cH:86][cH:87][cH:88][cH:89]2)[c:90]2[cH:91][cH:92][cH:93][cH:94][cH:95]2)[P:96]([c:97]2[cH:98][cH:99][cH:100][cH:101][cH:102]2)([c:103]2[cH:104][cH:105][cH:106][cH:107][cH:108]2)[c:109]2[cH:110][cH:111][cH:112][cH:113][cH:114]2)([c:115]2[cH:116][cH:117][cH:118][cH:119][cH:120]2)[c:121]2[cH:122][cH:123][cH:124][cH:125][cH:126]2)[cH:127][cH:128]1>>[c:2]1(-[c:27]2[cH:28][cH:29][cH:30][cH:31][cH:32]2)[cH:3][o:4][c:5]2[c:6]1[cH:7][n:8][c:9]([NH2:23])[c:10]2[O:11][CH:12]([CH3:13])[c:14]1[c:15]([Cl:22])[c:16]([F:21])[cH:17][cH:18][c:19]1[Cl:20]. The reactants are CC(Oc1c(N)ncc2c(Br)coc12)c1c(Cl)ccc(F)c1Cl, O=C([O-])[O-], COCCOC, CCOC(C)=O, [Cs+], [Cs+], O, OB(O)c1ccccc1, c1ccc(P(c2ccccc2)(c2ccccc2)[Pd](P(c2ccccc2)(c2ccccc2)c2ccccc2)(P(c2ccccc2)(c2ccccc2)c2ccccc2)P(c2ccccc2)(c2ccccc2)c2ccccc2)cc1. Starting materials: C1(CCCCC1)N=C=NC1CCCCC1 (dicyclohexylcarbodiimide), O1C(CCCC1)OC1C=C(C(C1)=O)SCCCCCC(=O)O (4(RS)-tetrahydropyranyloxy-2-(5-carboxypentylthio)-2-cyclopentenone), C1(=CC=CC=C1)O (phenol), N1=CC=CC=C1 (pyridine). The solvent is ClCCl (dichloromethane), C(C)(=O)OCC (ethyl acetate), ClCCl (dichloromethane). Reaction conditions: time 18 hour. Yields the product O1C(CCCC1)OC1C=C(C(C1)=O)SCCCCCC(=O)OC1=CC=CC=C1 (4(RS)-tetrahydropyranyloxy-2-(5-phenoxycarbonylpentylthio)-2-cyclopentenone). The yield is 77.5%. As a reaction SMILES: [O:1]1[CH2:6][CH2:5][CH2:4][CH2:3][CH:2]1[O:7][CH:8]1[CH2:12][C:11](=[O:13])[C:10]([S:14][CH2:15][CH2:16][CH2:17][CH2:18][CH2:19][C:20]([OH:22])=[O:21])=[CH:9]1.[C:23]1(O)[CH:28]=[CH:27][CH:26]=[CH:25][CH:24]=1.N1C=CC=CC=1.C1(N=C=NC2CCCCC2)CCCCC1>ClCCl.C(OCC)(=O)C>[O:1]1[CH2:6][CH2:5][CH2:4][CH2:3][CH:2]1[O:7][CH:8]1[CH2:12][C:11](=[O:13])[C:10]([S:14][CH2:15][CH2:16][CH2:17][CH2:18][CH2:19][C:20]([O:22][C:23]2[CH:28]=[CH:27][CH:26]=[CH:25][CH:24]=2)=[O:21])=[CH:9]1. Procedure details: 686 mg (2.09 mmoles) of 4(RS)-tetrahydropyranyloxy-2-(5-carboxypentylthio)-2-cyclopentenone and 295 mg (3.14 mmoles) of phenol were dissolved in 10 ml of dichloromethane, and 0.1 ml of pyridine was added. To the solution was added 10 ml of a dichloromethane solution of 860 mg (4.18 mmoles) of dicyclohexylcarbodiimide. The mixture was stirred at room temperature for 18 hours. After the reaction, ethyl acetate was added to the reaction mixture. The organic layer was washed successively with an aqu... Reactants: COC(C(CC1=CC=C(C=C1)NS(=O)(=O)C)NC(=O)C1N(CCC1)S(=O)(=O)C1=CC=C(C=C1)C)=O (3-(4-methanesulfonylamino-phenyl)-2-{[1-(toluene-4-sulfonyl)-pyrrolidine-2-carbonyl]-amino}-propionic acid methyl ester), [Li+].[OH-] (LiOH). Solvent: O (water), C1CCOC1 (THF). Reaction conditions: temperature 25 celsius, time 16 hour. Product: C1(=CC=C(C=C1)S(=O)(=O)N1[C@H](C(=O)N[C@@H](CC2=CC=C(C=C2)NS(=O)(=O)C)C(=O)O)CCC1)C (N-(Toluene-4-sulfonyl)-L-prolyl-4-(methanesulfonamido)-L-phenylalanine). Yield: 88.9%. RXN SMILES: C[O:2][C:3](=[O:35])[CH:4]([NH:17][C:18]([CH:20]1[CH2:24][CH2:23][CH2:22][N:21]1[S:25]([C:28]1[CH:33]=[CH:32][C:31]([CH3:34])=[CH:30][CH:29]=1)(=[O:27])=[O:26])=[O:19])[CH2:5][C:6]1[CH:11]=[CH:10][C:9]([NH:12][S:13]([CH3:16])(=[O:15])=[O:14])=[CH:8][CH:7]=1.[Li+].[OH-]>C1COCC1.O>[C:31]1([CH3:34])[CH:32]=[CH:33][C:28]([S:25]([N:21]2[CH2:22][CH2:23][CH2:24][C@H:20]2[C:18]([NH:17][C@H:4]([C:3]([OH:35])=[O:2])[CH2:5][C:6]2[CH:11]=[CH:10][C:9]([NH:12][S:13]([CH3:16])(=[O:14])=[O:15])=[CH:8][CH:7]=2)=[O:19])(=[O:26])=[O:27])=[CH:29][CH:30]=1 |f:1.2|. Procedure: To a solution of 3-(4-methanesulfonylamino-phenyl)-2-{[1-(toluene-4-sulfonyl)-pyrrolidine-2-carbonyl]-amino}-propionic acid methyl ester (0.250 g, 0.477 mmol) in THF (1.0 mL) was added 1H LiOH (955 mL, 0.955 mmol) and the clear solution was stirred at 25° C., under nitrogen, for 16 h. The reaction solution was then diluted with additional water (50 mL) and washed with diethyl ether (25 mL). The aqueous layer was lyophilized to afford a fluffy white solid (0.216 g, 87%). MS (=ESI): 508 [M−1]− Reactants: CCOC(=O)C(C)(C)Oc1ccc(OCCc2nc(-c3ccc(Br)cc3)oc2C)cc1, Cc1ccccc1, CCO, OB(O)c1ccc(C(F)(F)F)cc1, [Na+], [Na+], O=C([O-])[O-]. The product is CCOC(=O)C(C)(C)Oc1ccc(OCCc2nc(-c3ccc(-c4ccc(C(F)(F)F)cc4)cc3)oc2C)cc1. As a reaction SMILES: [CH2:1]([CH3:2])[O:3][C:4]([C:5]([CH3:6])([CH3:7])[O:8][c:9]1[cH:10][cH:11][c:12]([O:15][CH2:16][CH2:17][c:18]2[n:19][c:20](-[c:24]3[cH:25][cH:26][c:27]([Br:30])[cH:28][cH:29]3)[o:21][c:22]2[CH3:23])[cH:13][cH:14]1)=[O:31].[CH3:45][c:46]1[cH:47][cH:48][cH:49][cH:50][cH:51]1.[CH3:58][CH2:59][OH:60].[F:32][C:33]([c:34]1[cH:35][cH:36][c:37]([B:40]([OH:41])[OH:42])[cH:38][cH:39]1)([F:43])[F:44].[Na+:52].[Na+:53].[O-:54][C:55](=[O:56])[O-:57]>>[CH2:1]([CH3:2])[O:3][C:4]([C:5]([CH3:6])([CH3:7])[O:8][c:9]1[cH:10][cH:11][c:12]([O:15][CH2:16][CH2:17][c:18]2[n:19][c:20](-[c:24]3[cH:25][cH:26][c:27](-[c:37]4[cH:36][cH:35][c:34]([C:33]([F:32])([F:43])[F:44])[cH:39][cH:38]4)[cH:28][cH:29]3)[o:21][c:22]2[CH3:23])[cH:13][cH:14]1)=[O:31]. Starting materials: Br.ClC=1C=2N(C=CN1)C=C(N2)C2=C(C=C(C=C2)S(=O)(=O)C)OC (8-chloro-2-(2-methoxy-4-methylsulfonylphenyl)imidazo[1,2-a]pyrazine hydrobromide), CN(C=O)C (dimethylformamide). The reagents and catalysts are [Pd] (palladium-on-carbon). The solvent is C(C)N(CC)CC (triethylamine). Run at time 75 minute. Product: Cl.Cl.COC1=C(C=CC(=C1)S(=O)(=O)C)C=1N=C2N(CCNC2)C1 (5,6,7,8-tetrahydro-2-(2-methoxy-4-methylsulfonylphenyl)imidazo[1,2-a]pyrazine dihydrochloride). Reaction SMILES: Br.[Cl:2][C:3]1[C:4]2[N:5]([CH:9]=[C:10]([C:12]3[CH:17]=[CH:16][C:15]([S:18]([CH3:21])(=[O:20])=[O:19])=[CH:14][C:13]=3[O:22][CH3:23])[N:11]=2)[CH:6]=[CH:7][N:8]=1.CN(C)C=O>[Pd].C(N(CC)CC)C>[ClH:2].[ClH:2].[CH3:23][O:22][C:13]1[CH:14]=[C:15]([S:18]([CH3:21])(=[O:20])=[O:19])[CH:16]=[CH:17][C:12]=1[C:10]1[N:11]=[C:4]2[CH2:3][NH:8][CH2:7][CH2:6][N:5]2[CH:9]=1 |f:0.1,5.6.7|. Procedure: A suspension of 4.5 g. of 8-chloro-2-(2-methoxy-4-methylsulfonylphenyl)imidazo[1,2-a]pyrazine hydrobromide in 190 ml. of dimethylformamide was treated with 3.4 g. of triethylamine and 1 g. of 5% palladium-on-carbon. This mixture was hydrogenated at room temperature at 60 psi for about 75 minutes. The catalyst was removed by filtration and the solvent was removed in vacuo. During the course of solvent removal a precipitate occurred which was removed by filtration. The precipitate was triturated w... The reactants are COc1cccc(CN)c1, COc1ccc2c(c1)CCn1c-2cc(Cl)nc1=O. Product: COc1cccc(CNc2cc3n(c(=O)n2)CCc2cc(OC)ccc2-3)c1. RXN SMILES: [CH3:19][O:20][c:21]1[cH:22][c:23]([CH2:24][NH2:25])[cH:26][cH:27][cH:28]1.[Cl:1][c:2]1[n:3][c:4](=[O:18])[n:5]2[c:6]([cH:17]1)-[c:7]1[cH:8][cH:9][c:10]([O:15][CH3:16])[cH:11][c:12]1[CH2:13][CH2:14]2>>[c:2]1([NH:25][CH2:24][c:23]2[cH:22][c:21]([O:20][CH3:19])[cH:28][cH:27][cH:26]2)[n:3][c:4](=[O:18])[n:5]2[c:6]([cH:17]1)-[c:7]1[cH:8][cH:9][c:10]([O:15][CH3:16])[cH:11][c:12]1[CH2:13][CH2:14]2. The reactants are C(=C)C1C(CC(CC1)C=C)C=C (1,2,4-trivinylcyclohexane), Pt, Cl[SiH](Cl)Cl (trichlorosilane). The reagents and catalysts are Karstedt catalyst. Reaction conditions: temperature 80 celsius. Product: Cl[Si](CCC1C(CC(CC1)CC[Si](Cl)(Cl)Cl)CC[Si](Cl)(Cl)Cl)(Cl)Cl (1,2,4-tris [2-trichlorosilylethyl]cyclohexane). Reaction SMILES: [CH:1]([CH:3]1[CH2:8][CH2:7][CH:6]([CH:9]=[CH2:10])[CH2:5][CH:4]1[CH:11]=[CH2:12])=[CH2:2].[Cl:13][SiH:14]([Cl:16])[Cl:15]>>[Cl:13][Si:14]([Cl:16])([Cl:15])[CH2:2][CH2:1][CH:3]1[CH2:8][CH2:7][CH:6]([CH2:9][CH2:10][Si:14]([Cl:16])([Cl:15])[Cl:13])[CH2:5][CH:4]1[CH2:11][CH2:12][Si:14]([Cl:16])([Cl:15])[Cl:13]. Reported procedure: To 162 g of 1,2,4-trivinylcyclohexane there are added 4 mg of Pt in the form of a platinum-1,3-divinyl-1,1,3,3-tetramethyldisiloxane complex, the so-called Karstedt catalyst, which corresponds to the catalyst as prepared in accordance with U.S. Pat. No. 3,775,452 (issued on Nov. 27, 1973, Bruce D. Karstedt, General Electric Co.), and the mixture is heated to about 80° C. A total of 450 g of trichlorosilane are added dropwise over a period of about 2 hours, the temperature of the liquid phase slo... RXN SMILES: CS[C:3]1[S:4]/[C:5](=[CH:9]\[C:10]2[CH:11]=[C:12]3[C:17](=[CH:18][CH:19]=2)[N:16]=[CH:15][CH:14]=[CH:13]3)/[C:6](=[O:8])[N:7]=1.[CH3:20][O:21][C:22]1[CH:27]=[CH:26][CH:25]=[CH:24][C:23]=1[CH2:28][CH2:29][NH2:30].CCN(C(C)C)C(C)C>>[CH3:20][O:21][C:22]1[CH:27]=[CH:26][CH:25]=[CH:24][C:23]=1[CH2:28][CH2:29][NH:30][C:3]1[S:4]/[C:5](=[CH:9]\[C:10]2[CH:11]=[C:12]3[C:17](=[CH:18][CH:19]=2)[N:16]=[CH:15][CH:14]=[CH:13]3)/[C:6](=[O:8])[N:7]=1. Product: COC1=C(C=CC=C1)CCNC=1S\C(\C(N1)=O)=C/C=1C=C2C=CC=NC2=CC1 (2-[2-(2-methoxy-phenyl)-ethylamino]-5-[1-quinolin-6-yl-meth-(Z)-ylidene]-thiazol-4-one). Starting materials: CSC=1S\C(\C(N1)=O)=C/C=1C=C2C=CC=NC2=CC1 (2-methylsulfanyl-5-[1-quinolin-6-yl-meth-(Z)-ylidene]-thiazol-4-one), COC1=C(C=CC=C1)CCN (2-(2-methoxy-phenyl)-ethylamine), CCN(C(C)C)C(C)C (DIEA). Reported procedure: Similar procedure as described in example 1b was used, starting from 2-methylsulfanyl-5-[1-quinolin-6-yl-meth-(Z)-ylidene]-thiazol-4-one, 2-(2-methoxy-phenyl)-ethylamine and DIEA to give 2-[2-(2-methoxy-phenyl)-ethylamino]-5-[1-quinolin-6-yl-meth-(Z)-ylidene]-thiazol-4-one. LC-MS m/e 390 (MH+). Reactants: C(CC)C1=C(C(=NC(=N1)C)NN)CC1=CC=C(C=C1)C1=C(C=CC=C1)C#N (6-n-propyl-2-methyl-4-hydrazino-5-[(2'-cyano-4-biphenylyl)methyl]pyrimidine), C(=O)(N1C=NC=C1)N1C=NC=C1 (carbonyldiimidazole). Run in O1CCCC1 (tetrahydrofuran). Yields the product C(CC)C1=C(C=2N(C(=N1)C)C(NN2)=O)CC2=CC=C(C=C2)C2=C(C=CC=C2)C#N (7-n-propyl-5-methyl-8-[(2'-cyano-4-biphenylyl)methyl]-1,2,4-triazolo-[4,3-c]pyrimidin-3(2H)-one). Isolated yield 73.7%. RXN SMILES: [CH2:1]([C:4]1[N:9]=[C:8]([CH3:10])[N:7]=[C:6]([NH:11][NH2:12])[C:5]=1[CH2:13][C:14]1[CH:19]=[CH:18][C:17]([C:20]2[CH:25]=[CH:24][CH:23]=[CH:22][C:21]=2[C:26]#[N:27])=[CH:16][CH:15]=1)[CH2:2][CH3:3].[C:28](N1C=CN=C1)(N1C=CN=C1)=[O:29]>O1CCCC1>[CH2:1]([C:4]1[N:9]=[C:8]([CH3:10])[N:7]2[C:28](=[O:29])[NH:12][N:11]=[C:6]2[C:5]=1[CH2:13][C:14]1[CH:19]=[CH:18][C:17]([C:20]2[CH:25]=[CH:24][CH:23]=[CH:22][C:21]=2[C:26]#[N:27])=[CH:16][CH:15]=1)[CH2:2][CH3:3]. Reported procedure: 33.4 g of 6-n-propyl-2-methyl-4-hydrazino-5-[(2'-cyano-4-biphenylyl)methyl]pyrimidine, prepared in Example 12, are dissolved in 600 ml of tetrahydrofuran. 15.2 g of carbonyldiimidazole are added and the mixture is heated to reflux for 1 h 30 min. The solvent is evaporated off under vacuum and the residue is taken up with water and then extracted with chloroform. The organic phase is dried over magnesium sulphate and evaporated under vacuum; the residue obtained crystallises in an ether/ethyl ace...